Dataset: the Open Reaction Database (ORD), a public repository of structured organic reaction records. Task: describe an organic reaction: reactants, conditions, products, and yield The reactants are CCOC(C)=O, COCCOC, OB(O)c1ccc(OC2CCCCC2)nc1, Cc1cnc(N)c(Cl)n1, [Na+], [Na+], O=C([O-])[O-], O, c1ccc(P(c2ccccc2)(c2ccccc2)[Pd](P(c2ccccc2)(c2ccccc2)c2ccccc2)(P(c2ccccc2)(c2ccccc2)c2ccccc2)P(c2ccccc2)(c2ccccc2)c2ccccc2)cc1. Reaction SMILES: [CH3:32][CH2:33][O:34][C:35]([CH3:36])=[O:37].[CH3:38][O:39][CH2:40][CH2:41][O:42][CH3:43].[CH:10]1([O:16][c:17]2[cH:18][cH:19][c:20]([B:23]([OH:24])[OH:25])[cH:21][n:22]2)[CH2:11][CH2:12][CH2:13][CH2:14][CH2:15]1.[Cl:1][c:2]1[c:3]([NH2:9])[n:4][cH:5][c:6]([CH3:8])[n:7]1.[Na+:26].[Na+:27].[O-:28][C:29](=[O:30])[O-:31].[OH2:44].[cH:45]1[cH:46][cH:47][c:48]([P:49]([Pd:50]([P:51]([c:52]2[cH:53][cH:54][cH:55][cH:56][cH:57]2)([c:58]2[cH:59][cH:60][cH:61][cH:62][cH:63]2)[c:64]2[cH:65][cH:66][cH:67][cH:68][cH:69]2)([P:70]([c:71]2[cH:72][cH:73][cH:74][cH:75][cH:76]2)([c:77]2[cH:78][cH:79][cH:80][cH:81][cH:82]2)[c:83]2[cH:84][cH:85][cH:86][cH:87][cH:88]2)[P:89]([c:90]2[cH:91][cH:92][cH:93][cH:94][cH:95]2)([c:96]2[cH:97][cH:98][cH:99][cH:100][cH:101]2)[c:102]2[cH:103][cH:104][cH:105][cH:106][cH:107]2)([c:108]2[cH:109][cH:110][cH:111][cH:112][cH:113]2)[c:114]2[cH:115][cH:116][cH:117][cH:118][cH:119]2)[cH:120][cH:121]1>>[c:2]1(-[c:20]2[cH:19][cH:18][c:17]([O:16][CH:10]3[CH2:11][CH2:12][CH2:13][CH2:14][CH2:15]3)[n:22][cH:21]2)[c:3]([NH2:9])[n:4][cH:5][c:6]([CH3:8])[n:7]1. Yields the product Cc1cnc(N)c(-c2ccc(OC3CCCCC3)nc2)n1. Reactants: CCOC(C)=O, C(=NC1CCCCC1)=NC1CCCCC1, CC(N)C(C)NC(=O)OCc1ccccc1, O=C(O)c1ccccc1O, c1c[nH]cn1. Product: CC(NC(=O)OCc1ccccc1)C(C)NC(=O)c1ccccc1O. As a reaction SMILES: [CH3:47][CH2:48][O:49][C:50]([CH3:51])=[O:52].[CH:32]1([N:33]=[C:34]=[N:35][CH:36]2[CH2:37][CH2:38][CH2:39][CH2:40][CH2:41]2)[CH2:42][CH2:43][CH2:44][CH2:45][CH2:46]1.[NH2:1][CH:2]([CH:3]([CH3:4])[NH:5][C:6]([O:7][CH2:8][c:9]1[cH:10][cH:11][cH:12][cH:13][cH:14]1)=[O:15])[CH3:16].[OH:17][C:18](=[O:19])[c:20]1[cH:21][cH:22][cH:23][cH:24][c:25]1[OH:26].[nH:27]1[cH:28][cH:29][n:30][cH:31]1>>[NH:1]([CH:2]([CH:3]([CH3:4])[NH:5][C:6]([O:7][CH2:8][c:9]1[cH:10][cH:11][cH:12][cH:13][cH:14]1)=[O:15])[CH3:16])[C:18](=[O:17])[c:20]1[cH:21][cH:22][cH:23][cH:24][c:25]1[OH:26]. Reaction SMILES: [F:1][C:2]1[CH:3]=[CH:4][C:5]([OH:30])=[C:6]([C:8]([CH3:29])([CH3:28])[CH2:9][C:10]([OH:27])([C:23]([F:26])([F:25])[F:24])[CH2:11][N:12]2[C:21]3[C:16](=[CH:17][CH:18]=[CH:19][CH:20]=3)[C:15](=[O:22])[CH:14]=[CH:13]2)[CH:7]=1.Cl[C:32]([F:38])([F:37])C(OC)=O.C(=O)([O-])[O-].[Cs+].[Cs+]>CN(C=O)C.C(OCC)(=O)C>[F:37][CH:32]([F:38])[O:30][C:5]1[CH:4]=[CH:3][C:2]([F:1])=[CH:7][C:6]=1[C:8]([CH3:28])([CH3:29])[CH2:9][C:10]([OH:27])([C:23]([F:25])([F:26])[F:24])[CH2:11][N:12]1[C:21]2[C:16](=[CH:17][CH:18]=[CH:19][CH:20]=2)[C:15](=[O:22])[CH:14]=[CH:13]1 |f:2.3.4|. Reactants: FC=1C=CC(=C(C1)C(CC(CN1C=CC(C2=CC=CC=C12)=O)(C(F)(F)F)O)(C)C)O (1-[4-(5-fluoro-2-hydroxyphenyl)-2-hydroxy-4-methyl-2-trifluoromethylpentyl]-1H-quinolin-4-one), ClC(C(=O)OC)(F)F (methyl 2-chloro-2,2-difluoroacetate), C([O-])([O-])=O.[Cs+].[Cs+] (cesium carbonate). Run at temperature 60 celsius. Procedure details: A mixture of 1-[4-(5-fluoro-2-hydroxyphenyl)-2-hydroxy-4-methyl-2-trifluoromethylpentyl]-1H-quinolin-4-one (0.05 g), methyl 2-chloro-2,2-difluoroacetate (0.014 mL) and cesium carbonate (0.195 g) in 1.5 mL of DMF was heated at 60° C. for 20 hours, cooled to room temperature, diluted with ethyl acetate, and washed with aqueous acetic acid, water, and brine. The residue was purified by reverse-phase HPLC using acetonitrile/water as the eluent. The product rich fractions were concentrated in vacuo a... Product: FC(OC1=C(C=C(C=C1)F)C(CC(CN1C=CC(C2=CC=CC=C12)=O)(C(F)(F)F)O)(C)C)F (1-[4-(2-difluoromethoxy-5-fluorophenyl)-2-hydroxy-4-methyl-2-trifluoromethylpentyl]-1H-quinolin-4-one). Solvent: CN(C)C=O (DMF), C(C)(=O)OCC (ethyl acetate). The reactants are CCCCc1nc2cc(-c3nnn[nH]3)ccc2n1Cc1ccc(-c2ccccc2C(=O)OC(C)(C)C)cc1, ClCCl, O=C(O)C(F)(F)F. Yields the product CCCCc1nc2cc(-c3nnn[nH]3)ccc2n1Cc1ccc(-c2ccccc2C(=O)O)cc1. As a reaction SMILES: [CH2:1]([CH2:2][CH2:3][CH3:4])[c:5]1[n:6][c:7]2[c:8]([n:9]1[CH2:10][c:11]1[cH:12][cH:13][c:14](-[c:17]3[c:18]([C:23](=[O:24])[O:25][C:26]([CH3:27])([CH3:28])[CH3:29])[cH:19][cH:20][cH:21][cH:22]3)[cH:15][cH:16]1)[cH:30][cH:31][c:32](-[c:34]1[n:35][n:36][n:37][nH:38]1)[cH:33]2.[CH2:46]([Cl:47])[Cl:48].[OH:39][C:40]([C:41]([F:42])([F:43])[F:44])=[O:45]>>[CH2:1]([CH2:2][CH2:3][CH3:4])[c:5]1[n:6][c:7]2[c:8]([n:9]1[CH2:10][c:11]1[cH:12][cH:13][c:14](-[c:17]3[c:18]([C:23](=[O:24])[OH:25])[cH:19][cH:20][cH:21][cH:22]3)[cH:15][cH:16]1)[cH:30][cH:31][c:32](-[c:34]1[n:35][n:36][n:37][nH:38]1)[cH:33]2.